Dataset: the Open Reaction Database (ORD), a public repository of structured organic reaction records. Task: describe an organic reaction: reactants, conditions, products, and yield Starting materials: S1C(=CC=C1)CCC(=O)O (3-(2-thienyl)propionic acid), C(Cl)Cl (methylene chloride). The reagents and catalysts are CN(C=O)C (N,N-dimethylformamide). Solvent: C(C(=O)Cl)(=O)Cl (oxalyl chloride). The product is S1C(=CC=C1)CCC(=O)Cl (3-(2-Thienyl)propionyl chloride). As a reaction SMILES: [S:1]1[CH:5]=[CH:4][CH:3]=[C:2]1[CH2:6][CH2:7][C:8]([OH:10])=O.C(Cl)[Cl:12]>C(Cl)(=O)C(Cl)=O.CN(C)C=O>[S:1]1[CH:5]=[CH:4][CH:3]=[C:2]1[CH2:6][CH2:7][C:8]([Cl:12])=[O:10]. Procedure details: To a solution of 5.0 g (0.032 mol) of 3-(2-thienyl)propionic acid in 2 ml of methylene chloride and 25 ml of oxalyl chloride was added three drops of N,N-dimethylformamide slowly. Following evolution of the gas the reaction mixture was concentrated under vacuum and 20 ml of hexane was added to the residue. The resulting mixture was filtered and the filtrate was concentrated under vacuum. The resulting compound, 3-(2-thienyl)propionyl chloride, was used directly in the following reaction. The reactants are O (Water), CC(CC(CC(=O)OCC)=O)C (Ethyl 5-methyl-3-oxohexanoate), N(=[N+]=[N-])C1=CC=C(C(=O)NCC)C=C1 (4-azido-N-ethylbenzamide), [O-]CC.[Na+] (sodium ethoxide). The solvent is C(C)O (ethanol), C(C)O (ethanol). Reaction conditions: temperature 60 celsius, time 18 hour. Product: C(C)NC(=O)C1=CC=C(C=C1)N1N=NC(=C1CC(C)C)C(=O)O (1-{4-[(ethylamino)carbonyl]phenyl}-5-isobutyl-1H-1,2,3-triazole-4-carboxylic acid). Yield: 91.8%. Reaction SMILES: [CH3:1][CH:2]([CH3:12])[CH2:3][C:4](=O)[CH2:5][C:6]([O:8]CC)=[O:7].[N:13]([C:16]1[CH:26]=[CH:25][C:19]([C:20]([NH:22][CH2:23][CH3:24])=[O:21])=[CH:18][CH:17]=1)=[N+:14]=[N-:15].[O-]CC.[Na+].O>C(O)C>[CH2:23]([NH:22][C:20]([C:19]1[CH:25]=[CH:26][C:16]([N:13]2[C:4]([CH2:3][CH:2]([CH3:1])[CH3:12])=[C:5]([C:6]([OH:8])=[O:7])[N:15]=[N:14]2)=[CH:17][CH:18]=1)=[O:21])[CH3:24] |f:2.3|. Procedure details: Ethyl 5-methyl-3-oxohexanoate (1.20 g, 6.99 mmol, 1.4 eq.) obtained in Example 93a) and 4-azido-N-ethylbenzamide (1.00 g, 4.99 mmol) were dissolved in ethanol (20 ml), sodium ethoxide (491 mg, 6.49 mmol, 1.3 eq.) was added, and the mixture was stirred at room temperature for 30 min and at 60° C. for 18 hr. Water (20 ml) was added to the reaction mixture, and ethanol was evaporated. The residue was diluted with 2% aqueous sodium carbonate solution (25 ml), and the mixture was washed with ethyl ac... Reaction SMILES: [C:1]([C:3]1[CH:8]=[CH:7][CH:6]=[CH:5][C:4]=1[C:9]1[CH:18]=[CH:17][C:12]2[N:13]=[C:14]([CH3:16])[NH:15][C:11]=2[CH:10]=1)#[N:2].[H-].[Na+].Br[CH:22]([CH2:28][CH2:29][CH2:30][CH2:31][CH2:32][CH3:33])[C:23]([O:25][CH2:26][CH3:27])=[O:24].O>CN(C=O)C.C(OCC)(=O)C>[C:1]([C:3]1[CH:8]=[CH:7][CH:6]=[CH:5][C:4]=1[C:9]1[CH:18]=[CH:17][C:12]2[N:13]([CH:22]([CH2:28][CH2:29][CH2:30][CH2:31][CH2:32][CH3:33])[C:23]([O:25][CH2:26][CH3:27])=[O:24])[C:14]([CH3:16])=[N:15][C:11]=2[CH:10]=1)#[N:2] |f:1.2|. Procedure details: 5-(2-Cyanophenyl)-2-methylbenzimidazole (3.43 mmoles, 0.8 g) was dissolved in DMF. Sodium hydride (3.75 mmoles, 0.15 g.) was added. The solution was stirred for 30 minutes. Ethyl 2-bromooctanoate was added. The solution was stirred for 1 hour. Water and ethyl acetate were added; and the layers separated. The organic phase was washed with brine, dried over sodium sulfate and concentrated. The intermediate was chromatographed on silica gel eluted with 50% ethyl acetate in hexane to yield 1.0 g of ... The product is C(#N)C1=C(C=CC=C1)C1=CC2=C(N(C(=N2)C)C(C(=O)OCC)CCCCCC)C=C1 (ethyl 2-[5-[2-cyanophenyl]-2-methyl-1H-benzimidazol-1yl]octanoate). Run in C(C)(=O)OCC (ethyl acetate), CN(C)C=O (DMF). Reactants: O (Water), C(#N)C1=C(C=CC=C1)C1=CC2=C(N=C(N2)C)C=C1 (5-(2-Cyanophenyl)-2-methylbenzimidazole), BrC(C(=O)OCC)CCCCCC (Ethyl 2-bromooctanoate), [H-].[Na+] (Sodium hydride). Conditions: time 30 minute. Reactants: N[C@H]1CCCCC\C=C/[C@H]2[C@](NC([C@H]3N(C1=O)C[C@@H](C3)OC=3N=C1C=CC=CC1=C1C=CC=CC31)=O)(C2)C(=O)OCC ((2R,6S,13aS,14aR,16aS,Z)-ethyl 6-amino-5,16-dioxo-2-(phenanthridin-6-yloxy)-1,2,3,5,6,7,8,9,10,11,13a,14,14a,15,16,16a-hexadecahydrocyclopropa[e]pyrrolo [1,2-a][1,4]diazacyclopentadecine-14a-carboxylate), Cl (Hydrochloric Acid), CC1=CC(=NO1)C(=O)O (5-methylisoxazole-3-carboxylic acid), 2-(3H41,2,31triazolo[4,5-b]pyridin-3-yl)-1,1,3,3-tetramethylisouronium hexafluorophosphate(V), C(C)N(C(C)C)C(C)C (N-ethyl-N-isopropylpropan-2-amine). Run in ClCCl (dichloromethane). Conditions: time 2 hour. Product: CC1=CC(=NO1)C(=O)N[C@H]1CCCCC\C=C/[C@H]2[C@](NC([C@H]3N(C1=O)C[C@@H](C3)OC=3N=C1C=CC=CC1=C1C=CC=CC31)=O)(C2)C(=O)OCC ((2R,6S,13aS,14aR,16aS,Z)-ethyl 6-(5-methylisoxazole-3-carboxamido)-5,16-dioxo-2-(phenanthridin-6-yloxy)-1,2,3,5,6,7,8,9,10,11,13a,14,14a,15,16,16a-hexadecahydrocyclopropa[e]pyrrolo[1,2-a][1,4]diazacyclopentadecine-14a-carboxylate). Isolated yield 80.0%. As a reaction SMILES: [NH2:1][C@@H:2]1[C:16](=[O:17])[N:15]2[CH2:18][C@H:19]([O:21][C:22]3[N:23]=[C:24]4[C:29](=[C:30]5[C:35]=3[CH:34]=[CH:33][CH:32]=[CH:31]5)[CH:28]=[CH:27][CH:26]=[CH:25]4)[CH2:20][C@H:14]2[C:13](=[O:36])[NH:12][C@:11]2([C:38]([O:40][CH2:41][CH3:42])=[O:39])[CH2:37][C@H:10]2[CH:9]=[CH:8][CH2:7][CH2:6][CH2:5][CH2:4][CH2:3]1.Cl.[CH3:44][C:45]1[O:49][N:48]=[C:47]([C:50](O)=[O:51])[CH:46]=1.C(N(C(C)C)C(C)C)C>ClCCl>[CH3:44][C:45]1[O:49][N:48]=[C:47]([C:50]([NH:1][C@@H:2]2[C:16](=[O:17])[N:15]3[CH2:18][C@H:19]([O:21][C:22]4[N:23]=[C:24]5[C:29](=[C:30]6[C:35]=4[CH:34]=[CH:33][CH:32]=[CH:31]6)[CH:28]=[CH:27][CH:26]=[CH:25]5)[CH2:20][C@H:14]3[C:13](=[O:36])[NH:12][C@:11]3([C:38]([O:40][CH2:41][CH3:42])=[O:39])[CH2:37][C@H:10]3[CH:9]=[CH:8][CH2:7][CH2:6][CH2:5][CH2:4][CH2:3]2)=[O:51])[CH:46]=1. Procedure details: To a suspension of (2R,6S,13aS,14aR,16aS,Z)-ethyl 6-amino-5,16-dioxo-2-(phenanthridin-6-yloxy)-1,2,3,5,6,7,8,9,10,11,13a,14,14a,15,16,16a-hexadecahydrocyclopropa[e]pyrrolo [1,2-a][1,4]diazacyclopentadecine-14a-carboxylate, Hydrochloric Acid (Example 18b, 5.00 g, 8.24 mmol), 5-methylisoxazole-3-carboxylic acid (1.15 g, 9.06 mmol) and 2-(3H41,2,31triazolo[4,5-b]pyridin-3-yl)-1,1,3,3-tetramethylisouronium hexafluorophosphate(V) (3.44 g, 9.06 mmol) in dichloromethane (82 ml) was added N-ethyl-N-isop... The reactants are CS(=O)(=O)C=1C=C2C(=C(C(=NC2=CC1)C1=CC(=CC=C1)C(F)(F)F)CN1CCC(CC1)=O)C(=O)OC (Methyl 6-(methylsulfonyl)-3-[(4-oxo-1-piperidinyl)methyl]-2-[3-(trifluoromethyl)phenyl]-4-quinolinecarboxylate), [OH-].[Na+] (NaOH), CO (methanol). The solvent is O1CCCC1 (tetrahydrofuran). Yields the product CS(=O)(=O)C=1C=C2C(=C(C(=NC2=CC1)C1=CC(=CC=C1)C(F)(F)F)CN1CCC(CC1)=O)C(=O)O (6-(methylsulfonyl)-3-[(4-oxo-1-piperidinyl)methyl]-2-[3-(trifluoromethyl)phenyl]-4-quinolinecarboxylic acid). Yield: 126.2%. RXN SMILES: [CH3:1][S:2]([C:5]1[CH:6]=[C:7]2[C:12](=[CH:13][CH:14]=1)[N:11]=[C:10]([C:15]1[CH:20]=[CH:19][CH:18]=[C:17]([C:21]([F:24])([F:23])[F:22])[CH:16]=1)[C:9]([CH2:25][N:26]1[CH2:31][CH2:30][C:29](=[O:32])[CH2:28][CH2:27]1)=[C:8]2[C:33]([O:35]C)=[O:34])(=[O:4])=[O:3].[OH-].[Na+].CO>O1CCCC1>[CH3:1][S:2]([C:5]1[CH:6]=[C:7]2[C:12](=[CH:13][CH:14]=1)[N:11]=[C:10]([C:15]1[CH:20]=[CH:19][CH:18]=[C:17]([C:21]([F:22])([F:24])[F:23])[CH:16]=1)[C:9]([CH2:25][N:26]1[CH2:31][CH2:30][C:29](=[O:32])[CH2:28][CH2:27]1)=[C:8]2[C:33]([OH:35])=[O:34])(=[O:3])=[O:4] |f:1.2|. Procedure details: Methyl 6-(methylsulfonyl)-3-[(4-oxo-1-piperidinyl)methyl]-2-[3-(trifluoromethyl)phenyl]-4-quinolinecarboxylate (0.796 g, 1.529 mmol) and 3N NaOH (5.097 mL, 15.29 mmol) were suspended in tetrahydrofuran (5.097 mL) and methanol (5.097 mL) and heated to 50° C. for 20 h. The tetrahydrofuran and methanol were removed under reduced pressure, and the residue was diluted with water. The mixture was purified via Oasis SPE cartridge to afford 6-(methylsulfonyl)-3-[(4-oxo-1-piperidinyl)methyl]-2-[3-(triflu... Reactants: FC1=C(C(=O)Cl)C=CC=C1 (2-fluorobenzoyl chloride), C1(=CC=CC2=CC=CC=C12)C(=O)Cl (1-naphthoyl chloride), NC=1C=C(C(=O)NCC2=CC=CC=C2)C=CN1 (2-amino-N-benzylisonicotinamide). The product is C1(=CC=CC2=CC=CC=C12)C(=O)NC=1C=C(C(=O)NCC2=CC=CC=C2)C=CN1 (2-(1-naphthamido)-N-benzylisonicotinamide). Isolated yield 20.0%. Reaction SMILES: FC1C=CC=CC=1C(Cl)=O.[C:11]1([C:21](Cl)=[O:22])[C:20]2[C:15](=[CH:16][CH:17]=[CH:18][CH:19]=2)[CH:14]=[CH:13][CH:12]=1.[NH2:24][C:25]1[CH:26]=[C:27]([CH:38]=[CH:39][N:40]=1)[C:28]([NH:30][CH2:31][C:32]1[CH:37]=[CH:36][CH:35]=[CH:34][CH:33]=1)=[O:29]>>[C:11]1([C:21]([NH:24][C:25]2[CH:26]=[C:27]([CH:38]=[CH:39][N:40]=2)[C:28]([NH:30][CH2:31][C:32]2[CH:37]=[CH:36][CH:35]=[CH:34][CH:33]=2)=[O:29])=[O:22])[C:20]2[C:15](=[CH:16][CH:17]=[CH:18][CH:19]=2)[CH:14]=[CH:13][CH:12]=1. Procedure details: Following the procedure as describe in Example 6, making variations as required to replace 2-fluorobenzoyl chloride with 1-naphthoyl chloride to react with 2-amino-N-benzylisonicotinamide, 2-(1-naphthamido)-N-benzylisonicotinamide was obtained as a colorless solid in 20% yield: mp 65-67° C. (hexanes/ethyl acetate); 1H NMR (300 MHz, CDCl3) δ 9.70 (s, 1H), 8.72 (s, 1H), 8.29-8.22 (m, 1H), 7.95 (d, J=8.3 Hz, 1H), 7.97-7.84 (m, 1H), 7.76 (d, J=5.2 Hz, 1H), 7.69 (d, J=5.2 Hz, 1H), 7.50-7.31 (m, 7H), ... The reactants are [N+](=O)([O-])C1=C(C=CC=C1)S(=O)(=O)NCCC (2-nitro-N-propylbenzenesulfonamide). Reagents/catalysts: [Pd] (palladium on carbon). Solvent: CO (methanol). Reaction conditions: time 12 hour. The product is NC1=C(C=CC=C1)S(=O)(=O)NCCC (2-amino-N-propylbenzenesulfonamide). Yield: 99.3%. RXN SMILES: [N+:1]([C:4]1[CH:9]=[CH:8][CH:7]=[CH:6][C:5]=1[S:10]([NH:13][CH2:14][CH2:15][CH3:16])(=[O:12])=[O:11])([O-])=O>CO.[Pd]>[NH2:1][C:4]1[CH:9]=[CH:8][CH:7]=[CH:6][C:5]=1[S:10]([NH:13][CH2:14][CH2:15][CH3:16])(=[O:12])=[O:11]. Reported procedure: To a solution of 2-nitro-N-propylbenzenesulfonamide (8.64 g, 0.035 mol) in methanol (100 mL) was added palladium on carbon (10%, 3.5 g). The mixture was stirred under an atmosphere of hydrogen for 12 hours. The catalyst was removed by filtration and the filtrate was evaporated. The solid residue was washed with ether to afford 2-amino-N-propylbenzenesulfonamide (7.45 g, yield 98.3%), which was dissolved in ether, and bubbled in hydrochloride (gas) to afford the product 2-amino-N-propylbenzenesul... Starting materials: CC(=O)c1ccc(S(N)(=O)=O)cc1, COc1cc(OC)c(-c2cc3ccccc3n2C)cc1C=O, COc1cc(OC)c(-c2cc3ccccc3s2)cc1C=CC(=O)c1ccc(C(=O)O)cc1. The product is COc1cc(OC)c(-c2cc3ccccc3n2C)cc1C=CC(=O)c1ccc(S(N)(=O)=O)cc1. As a reaction SMILES: [C:1]([CH3:2])(=[O:3])[c:4]1[cH:5][cH:6][c:7]([S:10](=[O:11])(=[O:12])[NH2:13])[cH:8][cH:9]1.[CH3:14][O:15][c:16]1[c:17]([CH:18]=[O:19])[cH:20][c:21](-[c:26]2[n:27]([CH3:35])[c:28]3[cH:29][cH:30][cH:31][cH:32][c:33]3[cH:34]2)[c:22]([O:24][CH3:25])[cH:23]1.[s:36]1[c:37](-[c:38]2[c:39]([O:40][CH3:41])[cH:42][c:43]([O:44][CH3:45])[c:46]([CH:47]=[CH:48][C:49]([c:50]3[cH:51][cH:52][c:53]([C:54]([OH:55])=[O:56])[cH:57][cH:58]3)=[O:59])[cH:60]2)[cH:61][c:62]2[cH:63][cH:64][cH:65][cH:66][c:67]12>>[C:1]([CH:2]=[CH:18][c:17]1[c:16]([O:15][CH3:14])[cH:23][c:22]([O:24][CH3:25])[c:21](-[c:26]2[n:27]([CH3:35])[c:28]3[cH:29][cH:30][cH:31][cH:32][c:33]3[cH:34]2)[cH:20]1)(=[O:3])[c:4]1[cH:5][cH:6][c:7]([S:10](=[O:11])(=[O:12])[NH2:13])[cH:8][cH:9]1.